From a dataset of the Open Reaction Database (ORD), a public repository of structured organic reaction records. describe an organic reaction: reactants, conditions, products, and yield The reactants are C(C)(=O)C(CCCCCCC(=O)OCC)(CCCC(CCCCC)OCC1=CC=CC=C1)C1=CC=CC=C1 (ethyl 8-acetyl-8-phenyl-12-benzyloxyheptadecanoate), [OH-].[Na+] (sodium hydroxide). The solvent is CO (methanol). Reaction conditions: time 48 hour. The product is C(C)(=O)C(CCCCCCC(=O)O)(CCCC(CCCCC)OCC1=CC=CC=C1)C1=CC=CC=C1 (8-acetyl-8-phenyl-12-benzyloxyheptadecanoic acid). As a reaction SMILES: [C:1]([C:4]([C:33]1[CH:38]=[CH:37][CH:36]=[CH:35][CH:34]=1)([CH2:16][CH2:17][CH2:18][CH:19]([O:25][CH2:26][C:27]1[CH:32]=[CH:31][CH:30]=[CH:29][CH:28]=1)[CH2:20][CH2:21][CH2:22][CH2:23][CH3:24])[CH2:5][CH2:6][CH2:7][CH2:8][CH2:9][CH2:10][C:11]([O:13]CC)=[O:12])(=[O:3])[CH3:2].[OH-].[Na+]>CO>[C:1]([C:4]([C:33]1[CH:38]=[CH:37][CH:36]=[CH:35][CH:34]=1)([CH2:16][CH2:17][CH2:18][CH:19]([O:25][CH2:26][C:27]1[CH:28]=[CH:29][CH:30]=[CH:31][CH:32]=1)[CH2:20][CH2:21][CH2:22][CH2:23][CH3:24])[CH2:5][CH2:6][CH2:7][CH2:8][CH2:9][CH2:10][C:11]([OH:13])=[O:12])(=[O:3])[CH3:2] |f:1.2|. Procedure: A mixture of ethyl 8-acetyl-8-phenyl-12-benzyloxyheptadecanoate (14 g., crude), sodium hydroxide (2.0 g., 0.05 mole) and methanol (150 ml.) is stirred for 48 hours. The methanol is removed in vacuo; and the residual oil is poured into H2 0 (100 ml.), acidified with 6 N HCl (100 ml.), extracted with ether, and the combined ether extracts dried over anhydrous Na2SO4. The ether is removed in vacuo, and the residual oil is chromatographed through a silica gel column (95% CHCH3 -5% MeOH) to obtain 8-...